Dataset: the Open Reaction Database (ORD), a public repository of structured organic reaction records. Task: describe an organic reaction: reactants, conditions, products, and yield Starting materials: C[C@@]12C3=C(C=C(C=C3SC[C@@H]2[C@]2(CCCC([C@@H]2CC1)(C)C)C)O)O ((1R,10R,11S,16S)-1,11,15,15-Tetramethyl-8-thiatetracyclo[8.8.0.02,7.011,16]octadeca-2,4,6-triene-3,5-diol), C[Si](C)(C)C=[N+]=[N-] (Trimethylsilyl diazomethane). Solvent: C(Cl)Cl (CH2Cl2), CO (MeOH). Product: COC1=CC(=C2[C@@]3(CC[C@H]4C(CCC[C@@]4([C@H]3CSC2=C1)C)(C)C)C)O ((1R,10R,11S,16S)-5-methoxy-1,11,15,15-tetramethyl-8-thiatetracyclo[8.8.0.02,7.011,16]octadeca-2,4,6-trien-3-ol). As a reaction SMILES: [CH3:1][C@@:2]12[CH2:19][CH2:18][C@@H:17]3[C@:12]([CH3:22])([CH2:13][CH2:14][CH2:15][C:16]3([CH3:21])[CH3:20])[C@H:11]1[CH2:10][S:9][C:8]1[C:3]2=[C:4]([OH:24])[CH:5]=[C:6]([OH:23])[CH:7]=1.[CH3:25][Si](C=[N+]=[N-])(C)C>CO.C(Cl)Cl>[CH3:25][O:23][C:6]1[CH:7]=[C:8]2[C:3]([C@@:2]3([CH3:1])[C@H:11]([CH2:10][S:9]2)[C@:12]2([CH3:22])[C@H:17]([C:16]([CH3:20])([CH3:21])[CH2:15][CH2:14][CH2:13]2)[CH2:18][CH2:19]3)=[C:4]([OH:24])[CH:5]=1. Procedure: (1R,10R,11S,16S)-1,11,15,15-Tetramethyl-8-thiatetracyclo[8.8.0.02,7.011,16]octadeca-2,4,6-triene-3,5-diol (Compound No. 26) (346 mg, 1.0 mmol) was dissolved in MeOH (4 mL) and CH2Cl2 (12 mL). Trimethylsilyl diazomethane (0.80 mL, 2.0 M in ether, 1.6 mmol) was added portionwise over 29 h at room temperature, monitoring the reaction by 1H NMR. The mixture was then concentrated and purified by chromatography on silica gel (Hexanes/EtOAc, 4:1) followed by recrystallization from MeOH/water to give (1... The reactants are Cc1cc(Br)cnc1N, C1CCOC1, CCOC(C)=O, [Cl-], [H-], CI, [Na+], [Na+]. Product: CNc1ncc(Br)cc1C. Reaction SMILES: [Br:1][c:2]1[cH:3][c:4]([CH3:9])[c:5]([NH2:8])[n:6][cH:7]1.[CH2:16]1[O:17][CH2:18][CH2:19][CH2:20]1.[CH3:21][CH2:22][O:23][C:24]([CH3:25])=[O:26].[Cl-:14].[H-:11].[I:12][CH3:13].[Na+:10].[Na+:15]>>[Br:1][c:2]1[cH:3][c:4]([CH3:9])[c:5]([NH:8][CH3:13])[n:6][cH:7]1. Starting materials: CC(=O)O, CCO, O=N[O-], CCCn1c(=O)cc(N)n(C)c1=O, [Na+]. The product is CCCn1c(=O)c(N=O)c(N)n(C)c1=O. As a reaction SMILES: [CH3:18][C:19](=[O:20])[OH:21].[CH3:22][CH2:23][OH:24].[N:14](=[O:15])[O-:16].[NH2:1][c:2]1[cH:3][c:4](=[O:13])[n:5]([CH2:10][CH2:11][CH3:12])[c:6](=[O:9])[n:7]1[CH3:8].[Na+:17]>>[NH2:1][c:2]1[c:3]([N:14]=[O:15])[c:4](=[O:13])[n:5]([CH2:10][CH2:11][CH3:12])[c:6](=[O:9])[n:7]1[CH3:8]. Procedure: Hydrogenation of 2-methoxy-4-(4-nitro-phenoxy)pyridine (Stage 92.2; 0.12 g, 0.5 mmol) in AcOEt (10 ml) in the presence of Raney Nickel (20 mg) affords after filtration and concentration of the filtrate the title compound: 1H-NMR (CDCl3): 7.97 (d, 1H), 6.86 (d, 2H), 6.67 (d, 2H), 6.48 (d, 1H), 6.13 (s, 1H), 3.89 (s, H3CO), 3.70 (s, H2N). RXN SMILES: [CH3:1][O:2][C:3]1[CH:8]=[C:7]([O:9][C:10]2[CH:15]=[CH:14][C:13]([N+:16]([O-])=O)=[CH:12][CH:11]=2)[CH:6]=[CH:5][N:4]=1>CCOC(C)=O.[Ni]>[NH2:16][C:13]1[CH:14]=[CH:15][C:10]([O:9][C:7]2[CH:6]=[CH:5][N:4]=[C:3]([O:2][CH3:1])[CH:8]=2)=[CH:11][CH:12]=1. Product: NC1=CC=C(OC2=CC(=NC=C2)OC)C=C1 (4-(4-Amino-phenoxy)-2-methoxy-pyridine). The reactants are COC1=NC=CC(=C1)OC1=CC=C(C=C1)[N+](=O)[O-] (2-methoxy-4-(4-nitro-phenoxy)pyridine). Solvent: CCOC(=O)C (AcOEt). The reagents and catalysts are [Ni] (Raney Nickel). Starting materials: CC(C)(C)OC(=O)NC1CCCC1C(=O)O, O=C([O-])[O-], CI, CCOC(C)=O, [Cs+], [Cs+], CN(C)C=O, O. The product is COC(=O)C1CCCC1NC(=O)OC(C)(C)C. As a reaction SMILES: [C:1]([CH3:2])([CH3:3])([CH3:4])[O:5][C:6](=[O:7])[NH:8][CH:9]1[CH:10]([C:14](=[O:15])[OH:16])[CH2:11][CH2:12][CH2:13]1.[C:22](=[O:23])([O-:24])[O-:25].[CH3:28][I:29].[CH3:31][CH2:32][O:33][C:34](=[O:35])[CH3:36].[Cs+:26].[Cs+:27].[O:17]=[CH:18][N:19]([CH3:20])[CH3:21].[OH2:30]>>[C:1]([CH3:2])([CH3:3])([CH3:4])[O:5][C:6](=[O:7])[NH:8][CH:9]1[CH:10]([C:14](=[O:15])[O:16][CH3:18])[CH2:11][CH2:12][CH2:13]1.